Dataset: the Open Reaction Database (ORD), a public repository of structured organic reaction records. Task: describe an organic reaction: reactants, conditions, products, and yield Reactants: [OH-].[K+] (potassium hydroxide), C(C1=CC=CC=C1)N1C(C(C1C(=C)C(=O)OC)C(C)O)=O (1-benzyl-3-(1-hydroxyethyl)-4-(1-methoxycarbonylethenyl)-2-azetidinone), Cl (hydrochloric acid). The solvent is CO (methanol). Conditions: time 4 hour. Product: C(C1=CC=CC=C1)N1C(C(C1C(=C)C(=O)O)C(C)O)=O (1-benzyl-4-(1-carboxyethenyl)-3-(1-hydroxyethyl)-2-azetidinone). Yield: 69.0%. Reaction SMILES: [CH2:1]([N:8]1[CH:11]([C:12]([C:14]([O:16]C)=[O:15])=[CH2:13])[CH:10]([CH:18]([OH:20])[CH3:19])[C:9]1=[O:21])[C:2]1[CH:7]=[CH:6][CH:5]=[CH:4][CH:3]=1.[OH-].[K+].Cl>CO>[CH2:1]([N:8]1[CH:11]([C:12]([C:14]([OH:16])=[O:15])=[CH2:13])[CH:10]([CH:18]([OH:20])[CH3:19])[C:9]1=[O:21])[C:2]1[CH:3]=[CH:4][CH:5]=[CH:6][CH:7]=1 |f:1.2|. Reported procedure: To a solution of 30 mg (0.1 mmol) of 1-benzyl-3-(1-hydroxyethyl)-4-(1-methoxycarbonylethenyl)-2-azetidinone dissolved in 1 ml of methanol, 1 ml (1 mmol) of 1N potassium hydroxide was added with ice bath. After the mixture was stirred at room temperature for 4 hours, 1 ml of 1N hydrochloric acid was added and the extraction with ethyl acetate was conducted three times. The extract was washed with a saturated solution of NaCl, dried with magnesium sulfate and concentrated to give 19 mg of 1-benzyl...